Dataset: the Open Reaction Database (ORD), a public repository of structured organic reaction records. Task: describe an organic reaction: reactants, conditions, products, and yield Reactants: COC1=C(C=CC(=C1)OC)/C(=N/S(=O)C(C)(C)C)/C1=NC(=CC=C1)C (N-[(1Z)-(2,4-Dimethoxyphenyl)(6-methylpyridin-2-yl)methylene]-2-methylpropane-2-sulfinamide), [BH4-].[Na+] (NaBH4). Run in CO (MeOH). Reaction conditions: temperature 0 celsius, time 45 minute. Product: COC1=C(C=CC(=C1)OC)C(NS(=O)C(C)(C)C)C1=NC(=CC=C1)C (N-[(2,4-dimethoxyphenyl)(6-methylpyridin-2-yl)methyl]-2-methylpropane-2-sulfinamide). As a reaction SMILES: [CH3:1][O:2][C:3]1[CH:8]=[C:7]([O:9][CH3:10])[CH:6]=[CH:5][C:4]=1/[C:11](/[C:19]1[CH:24]=[CH:23][CH:22]=[C:21]([CH3:25])[N:20]=1)=[N:12]/[S:13]([C:15]([CH3:18])([CH3:17])[CH3:16])=[O:14].[BH4-].[Na+]>CO>[CH3:1][O:2][C:3]1[CH:8]=[C:7]([O:9][CH3:10])[CH:6]=[CH:5][C:4]=1[CH:11]([C:19]1[CH:24]=[CH:23][CH:22]=[C:21]([CH3:25])[N:20]=1)[NH:12][S:13]([C:15]([CH3:18])([CH3:17])[CH3:16])=[O:14] |f:1.2|. Procedure details: The product of Step B (2.41 g, 6.69 mmol) was dissolved in MeOH (60 mL), cooled to 0° C., and NaBH4 (0.51 g, 13.37 mmol) was added portionwise. The reaction was aged for 45 min and was quenched with saturated aq NH4Cl. The reaction was concentrated. The resulting paste was diluted in EtOAc and washed with brine. The organic portion was isolated, dried with Na2SO4, filtered and concentrated. The residue was purified by flash chromatography on silica gel gradient eluted with 0 to 100% EtOAc/hexane... The reactants are OB(O)c1ccccc1 (effective_coupling_partner), COc1ccc(OC(=O)C(C)(C)C)cc1 (substrate). The reagents and catalysts are dppf. Run at temperature 110 celsius, time 24 hour. Product: COc2ccc(c1ccccc1)cc2. Starting materials: IC=1C=NC=CC1 (3-iodopyridine), C(#C)C1=CC(=C(C=C1)F)F (4-ethynyl-1,2-difluorobenzene). Product: FC=1C=C(C=CC1F)C#CC=1C=NC=CC1 (3-(3,4-Difluorophenylethynyl)-pyridine). The yield is 21.0%. Reaction SMILES: I[C:2]1[CH:3]=[N:4][CH:5]=[CH:6][CH:7]=1.[C:8]([C:10]1[CH:15]=[CH:14][C:13]([F:16])=[C:12]([F:17])[CH:11]=1)#[CH:9]>>[F:17][C:12]1[CH:11]=[C:10]([C:8]#[C:9][C:2]2[CH:3]=[N:4][CH:5]=[CH:6][CH:7]=2)[CH:15]=[CH:14][C:13]=1[F:16]. Procedure details: Prepare essentially as described in EXAMPLE 46 using 3-iodopyridine (445 mg, 2.17 mmol) and 4-ethynyl-1,2-difluorobenzene, (prepared essentially as described in PREPARATION 14), (300 mg, 2.17 mmol) to give the title compound (87.6 mg, 21%).